Dataset: the Open Reaction Database (ORD), a public repository of structured organic reaction records. Task: describe an organic reaction: reactants, conditions, products, and yield Reactants: CC1=CC=C(C=C1)C1=C(C=CC(=C1)OC(C)=O)OC(C)=O (4'-methyl-2,5-diacetoxy-1,1'-biphenyl), C(Cl)(Cl)(Cl)Cl (carbon tetrachloride), C(C1=CC=CC=C1)(=O)OOC(C1=CC=CC=C1)=O (dibenzoyl peroxide), ( a ), BrN1C(CCC1=O)=O (N-bromosuccinimide), n-hexanes. Run in C(=O)=O (dry-ice), C(C)OCC (diethylether), petroleum ether. Product: BrCC1=CC=C(C=C1)C1=C(C=CC(=C1)OC(C)=O)OC(C)=O (4'-bromomethyl-2,5 -diacetoxy-1,1'-biphenyl). As a reaction SMILES: [CH3:1][C:2]1[CH:7]=[CH:6][C:5]([C:8]2[CH:13]=[C:12]([O:14][C:15](=[O:17])[CH3:16])[CH:11]=[CH:10][C:9]=2[O:18][C:19](=[O:21])[CH3:20])=[CH:4][CH:3]=1.[Br:22]N1C(=O)CCC1=O.C(OOC(=O)C1C=CC=CC=1)(=O)C1C=CC=CC=1.C(Cl)(Cl)(Cl)Cl>C(=O)=O.C(OCC)C>[Br:22][CH2:1][C:2]1[CH:3]=[CH:4][C:5]([C:8]2[CH:13]=[C:12]([O:14][C:15](=[O:17])[CH3:16])[CH:11]=[CH:10][C:9]=2[O:18][C:19](=[O:21])[CH3:20])=[CH:6][CH:7]=1. Reported procedure: A mixture of 28.4 g. (0.1 mole) of 4'-methyl-2,5-diacetoxy-1,1'-biphenyl prepared in section (a) of this Example, 18.7 g. (0.105 mole) of N-bromosuccinimide, and 0.25 g. (0.001 mole) of dibenzoyl peroxide in 250 ml. of carbon tetrachloride was heated at reflux for about 6 hours. The mixture was cooled and the precipitated succinimide was removed by filtration. The filtrate solvent was removed on a rotary evaporator yielding about 42 g. of a syrupy residue. The residue was mixed with 80 ml. of lo... Reactants: NC=1SC(=CC1C(=O)OC)C1=CC=CC=C1 (Methyl 2-amino-5-phenyl-thiophene-3-carboxylate), FC1=C(C=C(C=C1)F)[N+](=O)[O-] (2,5-difluoronitrobenzene). The solvent is C(Cl)Cl (CH2Cl2). Product: FC1=CC(=C(NC=2SC(=CC2C(=O)OC)C2=CC=CC=C2)C=C1)[N+](=O)[O-] (Methyl 2-(4-fluoro-2-nitroanilino)-5-phenyl-thiophene-3-carboxylate). As a reaction SMILES: [NH2:1][C:2]1[S:3][C:4]([C:11]2[CH:16]=[CH:15][CH:14]=[CH:13][CH:12]=2)=[CH:5][C:6]=1[C:7]([O:9][CH3:10])=[O:8].F[C:18]1[CH:23]=[CH:22][C:21]([F:24])=[CH:20][C:19]=1[N+:25]([O-:27])=[O:26]>C(Cl)Cl>[F:24][C:21]1[CH:22]=[CH:23][C:18]([NH:1][C:2]2[S:3][C:4]([C:11]3[CH:16]=[CH:15][CH:14]=[CH:13][CH:12]=3)=[CH:5][C:6]=2[C:7]([O:9][CH3:10])=[O:8])=[C:19]([N+:25]([O-:27])=[O:26])[CH:20]=1. Procedure: Methyl 2-amino-5-phenyl-thiophene-3-carboxylate and 2,5-difluoronitrobenzene, m.p. 150° C. (CH2Cl2). Reactants: CO, Nc1ccc(SCCCCl)cc1[N+](=O)[O-], O. The product is Nc1ccc(SCCCCl)cc1N. Reaction SMILES: [CH3:16][OH:17].[N+:1]([O-:2])(=[O:3])[c:4]1[c:5]([NH2:6])[cH:7][cH:8][c:9]([S:11][CH2:12][CH2:13][CH2:14][Cl:15])[cH:10]1.[OH2:18]>>[NH2:1][c:4]1[c:5]([NH2:6])[cH:7][cH:8][c:9]([S:11][CH2:12][CH2:13][CH2:14][Cl:15])[cH:10]1. Starting materials: CC(=O)O[BH-](OC(C)=O)OC(C)=O, CC(=O)O, COCC1OC(n2cnc3c(NCCc4ccccc4)nc(CN)nc32)C(O)C1O, [Na+], O=C1CCCCC1. Product: COCC1OC(n2cnc3c(NCCc4ccccc4)nc(CNC4CCCCC4)nc32)C(O)C1O. As a reaction SMILES: [C:1]([O:2][BH-:3]([O:4][C:5](=[O:6])[CH3:7])[O:8][C:9](=[O:10])[CH3:11])(=[O:12])[CH3:13].[CH3:45][C:46](=[O:47])[OH:48].[NH2:15][CH2:16][c:17]1[n:18][c:19]([NH:36][CH2:37][CH2:38][c:39]2[cH:40][cH:41][cH:42][cH:43][cH:44]2)[c:20]2[n:21][cH:22][n:23]([CH:26]3[O:27][CH:28]([CH2:33][O:34][CH3:35])[CH:29]([OH:32])[CH:30]3[OH:31])[c:24]2[n:25]1.[Na+:14].[O:49]=[C:50]1[CH2:51][CH2:52][CH2:53][CH2:54][CH2:55]1>>[NH:15]([CH2:16][c:17]1[n:18][c:19]([NH:36][CH2:37][CH2:38][c:39]2[cH:40][cH:41][cH:42][cH:43][cH:44]2)[c:20]2[n:21][cH:22][n:23]([CH:26]3[O:27][CH:28]([CH2:33][O:34][CH3:35])[CH:29]([OH:32])[CH:30]3[OH:31])[c:24]2[n:25]1)[CH:50]1[CH2:51][CH2:52][CH2:53][CH2:54][CH2:55]1. Starting materials: O=C1N(CCC1(C1=CC=CC=C1)C1=CC=CC=C1)CC(=O)O (2-(2-oxo-3,3-diphenylpyrrolidin-1-yl)acetic acid), ON\C(\C1=CC=C(C=C1)C(F)(F)F)=N/[H] ((Z)—N-hydroxy-4-(trifluoromethyl)benzimidamide), FC1=CC=C(C=C1)C1(C(N(CC1)CC(=O)O)=O)C1=CC=C(C=C1)F (2-(3,3-bis(4-fluorophenyl)-2-oxopyrrolidin-1-yl)acetic acid), FC1=CC=C(/C(/NO)=N/[H])C=C1 ((Z)-4-fluoro-N-hydroxybenzimidamide). Product: FC1=CC=C(C=C1)C1=NOC(=N1)CN1C(C(CC1)(C1=CC=CC=C1)C1=CC=CC=C1)=O (1-{[3-(4-fluorophenyl)-1,2,4-oxadiazol-5-yl]methyl}-3,3-diphenylpyrrolidin-2-one). As a reaction SMILES: [O:1]=[C:2]1[C:6]([C:13]2[CH:18]=[CH:17][CH:16]=[CH:15][CH:14]=2)([C:7]2[CH:12]=[CH:11][CH:10]=[CH:9][CH:8]=2)[CH2:5][CH2:4][N:3]1[CH2:19][C:20](O)=[O:21].FC1C=CC(C2(C3C=CC(F)=CC=3)CCN(CC(O)=O)C2=O)=CC=1.[F:47][C:48]1[CH:58]=[CH:57][C:51](/[C:52](=[N:55]/[H])/[NH:53]O)=[CH:50][CH:49]=1.ON/C(=N\[H])/C1C=CC(C(F)(F)F)=CC=1>>[F:47][C:48]1[CH:58]=[CH:57][C:51]([C:52]2[N:55]=[C:20]([CH2:19][N:3]3[CH2:4][CH2:5][C:6]([C:7]4[CH:8]=[CH:9][CH:10]=[CH:11][CH:12]=4)([C:13]4[CH:14]=[CH:15][CH:16]=[CH:17][CH:18]=4)[C:2]3=[O:1])[O:21][N:53]=2)=[CH:50][CH:49]=1. Procedure: The title compound was prepared using the procedure described in Example 190 substituting 2-(2-oxo-3,3-diphenylpyrrolidin-1-yl)acetic acid from Example 1C for 2-(3,3-bis(4-fluorophenyl)-2-oxopyrrolidin-1-yl)acetic acid and (Z)-4-fluoro-N-hydroxybenzimidamide for (Z)—N-hydroxy-4-(trifluoromethyl)benzimidamide. 1H NMR (300 MHz, CDCl3) δ ppm 8.02-7.96 (m, 2H), 7.45-7.27 (m, 10H), 7.18-7.11 (m, 2H), 4.88 (s, 2H), 3.57 (t, J=6.5, 2H), 2.88 (t, J=6.5, 2H); MS (DCI) m/z 414.1 (M+H)+. Reactants: CS(=O)(=O)Cl, NCC1=NN=C(N)C1=NNc1cccc(F)c1, CN(C)C=O. Yields the product CS(=O)(=O)NCC1=NN=C(N)C1=NNc1cccc(F)c1. RXN SMILES: [CH3:1][S:2]([Cl:3])(=[O:4])=[O:5].[NH2:6][CH2:7][C:8]1=[N:12][N:11]=[C:10]([NH2:13])[C:9]1=[N:14][NH:15][c:16]1[cH:17][c:18]([F:22])[cH:19][cH:20][cH:21]1.[O:23]=[CH:24][N:25]([CH3:26])[CH3:27]>>[CH3:1][S:2](=[O:4])(=[O:5])[NH:6][CH2:7][C:8]1=[N:12][N:11]=[C:10]([NH2:13])[C:9]1=[N:14][NH:15][c:16]1[cH:17][c:18]([F:22])[cH:19][cH:20][cH:21]1.